This data is from the Open Reaction Database (ORD), a public repository of structured organic reaction records. The task is: describe an organic reaction: reactants, conditions, products, and yield The reactants are O=C([O-])O, CCC(C)=O, CCOC(C)=O, Cc1ccccc1-c1cc(Cl)ncc1C(=O)N(C)Cc1cc(C(F)(F)F)cc(C(F)(F)F)c1, I, [Na+]. The product is Cc1ccccc1-c1cc(I)ncc1C(=O)N(C)Cc1cc(C(F)(F)F)cc(C(F)(F)F)c1. Reaction SMILES: [C:40](=[O:41])([OH:42])[O-:43].[CH3:34][C:35](=[O:36])[CH2:37][CH3:38].[CH3:45][CH2:46][O:47][C:48](=[O:49])[CH3:50].[F:1][C:2]([c:3]1[cH:4][c:5]([CH2:6][N:7]([C:8]([c:9]2[cH:10][n:11][c:12]([Cl:22])[cH:13][c:14]2-[c:15]2[c:16]([CH3:21])[cH:17][cH:18][cH:19][cH:20]2)=[O:23])[CH3:24])[cH:25][c:26]([C:28]([F:29])([F:30])[F:31])[cH:27]1)([F:32])[F:33].[IH:39].[Na+:44]>>[F:1][C:2]([c:3]1[cH:4][c:5]([CH2:6][N:7]([C:8]([c:9]2[cH:10][n:11][c:12]([I:39])[cH:13][c:14]2-[c:15]2[c:16]([CH3:21])[cH:17][cH:18][cH:19][cH:20]2)=[O:23])[CH3:24])[cH:25][c:26]([C:28]([F:29])([F:30])[F:31])[cH:27]1)([F:32])[F:33].